This data is from the Open Reaction Database (ORD), a public repository of structured organic reaction records. The task is: describe an organic reaction: reactants, conditions, products, and yield Reactants: C1=CC=CC=C1 (benzene), [Cl-].[Al+3].[Cl-].[Cl-] (aluminum chloride), ClC(Cl)(Cl)[Si](Cl)(Cl)C ((trichloromethyl)methyldichlorosilane). Conditions: time 1 hour. Yields the product C1(=CC=CC=C1)C(C1=CC=CC=C1)(C1=CC=CC=C1)[Si](Cl)(Cl)C ((triphenylmethyl)methyldichlorosilane). Isolated yield 23.3%. RXN SMILES: [CH:1]1[CH:6]=[CH:5][CH:4]=[CH:3][CH:2]=1.[Cl-].[Al+3].[Cl-].[Cl-].Cl[C:12]([Si:15]([CH3:18])([Cl:17])[Cl:16])(Cl)Cl>>[C:1]1([C:12]([Si:15]([CH3:18])([Cl:17])[Cl:16])([C:1]2[CH:6]=[CH:5][CH:4]=[CH:3][CH:2]=2)[C:1]2[CH:6]=[CH:5][CH:4]=[CH:3][CH:2]=2)[CH:6]=[CH:5][CH:4]=[CH:3][CH:2]=1 |f:1.2.3.4|. Procedure details: In the same apparatus and procedures as EXAMPLE 1 above, 50.4 ml (564 mmol) of benzene and 2.92 g (21.9 mmol) of aluminum chloride were alkylated with 10.0 g (43.0 mmol) of (trichloromethyl)methyldichlorosilane under dry nitrogen atmospheric pressure for 5 hours at room temperature. The aluminum chloride catalyst was quenched with PoCl3 and then stirred for another 1 hour to complete the deactivation. Freshly distilled hexane (100 ml) was added to the reaction mixture and insoluble solids in hex... The reactants are C(=O)(OC(C)(C)C)C(O)CN (Bocethanolamine), CCN=C=NCCCN(C)C.Cl (EDC-HCl), O (Water), C(=O)(OC(C)(C)C)N([C@@H](CCCCN)C(=O)O)C(=O)OC(C)(C)C (Di-Boc lysine). The reagents and catalysts are CN(C1=CC=NC=C1)C (4-dimethylaminopyridine). Run in ClCCl (dichloromethane). Conditions: time 8 hour. Yields the product NCCOC([C@@](N(C(=O)OC(C)(C)C)C(=O)OC(C)(C)C)(CCCCN)C(=O)OC(C)(C)C)=O (Tri-Boc Lysine-β-aminoethyl Ester). The yield is 68.0%. RXN SMILES: [C:1]([N:8]([C:18]([O:20][C:21]([CH3:24])([CH3:23])[CH3:22])=[O:19])[C@H:9]([C:15]([OH:17])=[O:16])[CH2:10][CH2:11][CH2:12][CH2:13][NH2:14])([O:3][C:4]([CH3:7])([CH3:6])[CH3:5])=[O:2].[C:25](C(CN)O)([O:27][C:28]([CH3:31])([CH3:30])[CH3:29])=[O:26].[CH3:36][CH2:37][N:38]=C=NCCCN(C)C.Cl.O>ClCCl.CN(C)C1C=CN=CC=1>[NH2:38][CH2:37][CH2:36][O:16][C:15](=[O:17])[C@:9]([C:25]([O:27][C:28]([CH3:31])([CH3:30])[CH3:29])=[O:26])([CH2:10][CH2:11][CH2:12][CH2:13][NH2:14])[N:8]([C:18]([O:20][C:21]([CH3:24])([CH3:23])[CH3:22])=[O:19])[C:1]([O:3][C:4]([CH3:5])([CH3:7])[CH3:6])=[O:2] |f:2.3|. Reported procedure: Di-Boc lysine (770 grams, 2.2 mol) was dissolved in dichloromethane (4 liters). Bocethanolamine (340 grams, 2.1 mol) was added to the solution, along with 4-dimethylaminopyridine (50 grams.) EDC-HCl (450 grams, 2.35 mol) was added and the mixture was allowed to stir overnight at room temperature. Water (2 liters) was added and the mixture was stirred for 30 minutes. The layers were separated, and the aqueous layer was extracted with dichloromethane. The combined organics were washed with saturat...